From a dataset of the Open Reaction Database (ORD), a public repository of structured organic reaction records. describe an organic reaction: reactants, conditions, products, and yield The reactants are COC(COC1=CC=C(C=C1)CCCCCCCCCCCCCC)COC(C1=CC=CC=C1)(C1=CC=CC=C1)C1=CC=CC=C1 (1-[2-methoxy-3-(triphenylmethoxy)propoxy]-4-tetradecylbenzene), C1(=CC=C(C=C1)S(=O)(=O)O)C (p-toluenesulfonic acid), CO (methanol). Run in O1CCCC1 (tetrahydrofuran). Product: COC(CO)COC1=CC=C(C=C1)CCCCCCCCCCCCCC (2-Methoxy-3-(4-tetradecylphenoxy)-1-propanol). Yield: 53.2%. RXN SMILES: [CH3:1][O:2][CH:3]([CH2:26][O:27]C(C1C=CC=CC=1)(C1C=CC=CC=1)C1C=CC=CC=1)[CH2:4][O:5][C:6]1[CH:11]=[CH:10][C:9]([CH2:12][CH2:13][CH2:14][CH2:15][CH2:16][CH2:17][CH2:18][CH2:19][CH2:20][CH2:21][CH2:22][CH2:23][CH2:24][CH3:25])=[CH:8][CH:7]=1.C1(C)C=CC(S(O)(=O)=O)=CC=1.CO>O1CCCC1>[CH3:1][O:2][CH:3]([CH2:4][O:5][C:6]1[CH:7]=[CH:8][C:9]([CH2:12][CH2:13][CH2:14][CH2:15][CH2:16][CH2:17][CH2:18][CH2:19][CH2:20][CH2:21][CH2:22][CH2:23][CH2:24][CH3:25])=[CH:10][CH:11]=1)[CH2:26][OH:27]. Reported procedure: A mixture of about 527 mg of 1-[2-methoxy-3-(triphenylmethoxy)propoxy]-4-tetradecylbenzene, about 10 mg of p-toluenesulfonic acid and about 5 ml of methanol:tetrahydrofuran (about 1:1) was stirred under argon for about 16 hours and the solvents removed under reduced pressure. The residue was dissolved in ether:hexane (about 1:1), washed with aqueous sodium bicarbonate, brine, dried and evaporated, giving about 171 mg of the desired title compound, mp 43°-45° C.